Dataset: the Open Reaction Database (ORD), a public repository of structured organic reaction records. Task: describe an organic reaction: reactants, conditions, products, and yield Starting materials: O=C([O-])O, Cc1nc(C(=O)Cl)cs1, ClCCl, [Na+], C[Sn](C)(C)c1cc(N)c2cnn(S(=O)(=O)c3ccccc3)c2c1, c1ccncc1. The product is Cc1nc(C(=O)Nc2cc([Sn](C)(C)C)cc3c2cnn3S(=O)(=O)c2ccccc2)cs1. Reaction SMILES: [C:33](=[O:34])([OH:35])[O-:36].[CH3:1][c:2]1[s:3][cH:4][c:5]([C:7](=[O:8])[Cl:9])[n:6]1.[Cl:38][CH2:39][Cl:40].[Na+:37].[c:10]1([S:16](=[O:17])(=[O:18])[n:19]2[n:20][cH:21][c:22]3[c:23]([NH2:32])[cH:24][c:25]([Sn:28]([CH3:29])([CH3:30])[CH3:31])[cH:26][c:27]23)[cH:11][cH:12][cH:13][cH:14][cH:15]1.[cH:41]1[cH:42][cH:43][n:44][cH:45][cH:46]1>>[CH3:1][c:2]1[s:3][cH:4][c:5]([C:7](=[O:8])[NH:32][c:23]2[c:22]3[cH:21][n:20][n:19]([S:16]([c:10]4[cH:11][cH:12][cH:13][cH:14][cH:15]4)(=[O:17])=[O:18])[c:27]3[cH:26][c:25]([Sn:28]([CH3:29])([CH3:30])[CH3:31])[cH:24]2)[n:6]1.